Dataset: the Open Reaction Database (ORD), a public repository of structured organic reaction records. Task: describe an organic reaction: reactants, conditions, products, and yield Starting materials: Cc1ccc(Br)c(S(N)(=O)=O)c1NC(=O)c1c(O)c2cccnc2n(Cc2ccccc2)c1=O, NS(=O)(=O)c1cc(Br)ccc1NC(=O)c1c(O)c2cccnc2n(Cc2ccccc2)c1=O. The product is Cc1ccc(Br)c2c1NC(c1c(O)c3cccnc3n(Cc3ccccc3)c1=O)=NS2(=O)=O. As a reaction SMILES: [NH2:1][S:2](=[O:3])(=[O:4])[c:5]1[c:6]([NH:13][C:14](=[O:15])[c:16]2[c:17](=[O:34])[n:18]([CH2:27][c:28]3[cH:29][cH:30][cH:31][cH:32][cH:33]3)[c:19]3[n:20][cH:21][cH:22][cH:23][c:24]3[c:25]2[OH:26])[c:7]([CH3:12])[cH:8][cH:9][c:10]1[Br:11].[NH2:35][S:36]([c:37]1[cH:38][c:39]([Br:40])[cH:41][cH:42][c:43]1[NH:44][C:45]([c:46]1[c:47](=[O:48])[n:49]([CH2:50][c:51]2[cH:52][cH:53][cH:54][cH:55][cH:56]2)[c:57]2[c:58]([c:59]1[OH:60])[cH:61][cH:62][cH:63][n:64]2)=[O:65])(=[O:66])=[O:67]>>[N:1]1=[C:14]([c:16]2[c:17](=[O:34])[n:18]([CH2:27][c:28]3[cH:29][cH:30][cH:31][cH:32][cH:33]3)[c:19]3[n:20][cH:21][cH:22][cH:23][c:24]3[c:25]2[OH:26])[NH:13][c:6]2[c:5]([c:10]([Br:11])[cH:9][cH:8][c:7]2[CH3:12])[S:2]1(=[O:3])=[O:4].